Dataset: the Open Reaction Database (ORD), a public repository of structured organic reaction records. Task: describe an organic reaction: reactants, conditions, products, and yield Reactants: COCc1nc(C(=O)OCc2ccccc2)c(OCc2ccccc2)c2ccccc12, CCO, [K+], [OH-]. Product: COCc1nc(C(=O)O)c(OCc2ccccc2)c2ccccc12. RXN SMILES: [CH2:1]([c:2]1[cH:3][cH:4][cH:5][cH:6][cH:7]1)[O:8][C:9](=[O:10])[c:11]1[n:12][c:13]([CH2:29][O:30][CH3:31])[c:14]2[cH:15][cH:16][cH:17][cH:18][c:19]2[c:20]1[O:21][CH2:22][c:23]1[cH:24][cH:25][cH:26][cH:27][cH:28]1.[CH3:34][CH2:35][OH:36].[K+:33].[OH-:32]>>[O:8]=[C:9]([OH:10])[c:11]1[n:12][c:13]([CH2:29][O:30][CH3:31])[c:14]2[cH:15][cH:16][cH:17][cH:18][c:19]2[c:20]1[O:21][CH2:22][c:23]1[cH:24][cH:25][cH:26][cH:27][cH:28]1. Reactants: Cc1nc2c(OCc3ccccc3)cc(CO)cn2c1C, CI, CN(C)C=O, [H-], [Na+], O. Yields the product COCc1cc(OCc2ccccc2)c2nc(C)c(C)n2c1. RXN SMILES: [CH2:1]([c:2]1[cH:3][cH:4][cH:5][cH:6][cH:7]1)[O:8][c:9]1[c:10]2[n:11]([cH:12][c:13]([CH2:15][OH:16])[cH:14]1)[c:17]([CH3:21])[c:18]([CH3:20])[n:19]2.[CH3:24][I:25].[CH3:27][N:28]([CH3:29])[CH:30]=[O:31].[H-:22].[Na+:23].[OH2:26]>>[CH2:1]([c:2]1[cH:3][cH:4][cH:5][cH:6][cH:7]1)[O:8][c:9]1[c:10]2[n:11]([cH:12][c:13]([CH2:15][O:16][CH3:24])[cH:14]1)[c:17]([CH3:21])[c:18]([CH3:20])[n:19]2.